Dataset: the Open Reaction Database (ORD), a public repository of structured organic reaction records. Task: describe an organic reaction: reactants, conditions, products, and yield Starting materials: CC1C2C(N(CC1)C(=O)OCC1=CC=CC=C1)CCN2C=2C1=C(N=CN2)NC=C1 (benzyl 7-methyl-1-(7H-pyrrolo[2,3-d]pyrimidin-4-yl)octahydro-4H-pyrrolo[3,2-b]pyridine-4-carboxylate), Br (HBr), C(C)(=O)O (acetic acid), C1CCC2=NCCCN2CC1 (DBU), C(#N)CC(=O)OC (methyl cyanoacetate). Run at time 2 hour. Yields the product CC1C2C(N(CC1)C(CC#N)=O)CCN2C=2C1=C(N=CN2)NC=C1 (3-[7-methyl-1-(7H-pyrrolo[2,3-d]pyrimidin-4-yl)octahydro-4H-pyrrolo[3,2-b]pyridin-4-yl]-3-oxopropanenitrile). RXN SMILES: [CH3:1][CH:2]1[CH2:7][CH2:6][N:5]([C:8]([O:10]CC2C=CC=CC=2)=O)[CH:4]2[CH2:18][CH2:19][N:20]([C:21]3[C:22]4[CH:29]=[CH:28][NH:27][C:23]=4[N:24]=[CH:25][N:26]=3)[CH:3]12.Br.C(O)(=O)C.C1CCN2[C:38](=[N:39]CCC2)[CH2:37]C1.C(CC(OC)=O)#N>>[CH3:1][CH:2]1[CH2:7][CH2:6][N:5]([C:8](=[O:10])[CH2:37][C:38]#[N:39])[CH:4]2[CH2:18][CH2:19][N:20]([C:21]3[C:22]4[CH:29]=[CH:28][NH:27][C:23]=4[N:24]=[CH:25][N:26]=3)[CH:3]12. Procedure: To the product of Example 20 (30 mg, 0.077 mmol), was added HBr in acetic acid (1.5 mL, 0.10 mmol) and the reaction was stirred at room temperature for 2 hours before being concentrated in vacuo and azeotroped with heptanes (×4) and MeOH/heptanes (×3). The solid was dried under high vacuum and was then dissolved in methanol and passed through a Varian StratoSpheres™ SPE PL-HCO3 MP SPE resin and concentrated in vacuo. The solid was dissolved in MeOH (0.4 mL) and DBU (5.8 μL, 0.038 mmol) and methy... Reactants: C(C)(C)(C)O[C@H](C(=O)OC)C1=C(C2=C(N=C(S2)C2=NC(=NC=C2)N2C[C@@H](N(CC2)C(=O)OC(C)(C)C)C)C=C1C)C1=CC=C(C=C1)Cl ((S)-tert-butyl 4-(4-(6-((S)-1-tert-butoxy-2-methoxy-2-oxoethyl)-7-(4-chlorophenyl)-5-methylbenzo[d]thiazol-2-yl)pyrimidin-2-yl)-2-methylpiperazine-1-carboxylate), Cl (HCl), solution. Run in O1CCOCC1 (1,4-dioxane), O1CCOCC1 (1,4-dioxane). Conditions: time 2.5 hour. Yields the product C(C)(C)(C)O[C@H](C(=O)OC)C1=C(C2=C(N=C(S2)C2=NC(=NC=C2)N2C[C@@H](NCC2)C)C=C1C)C1=CC=C(C=C1)Cl ((S)-methyl 2-tert-butoxy-2-(7-(4-chlorophenyl)-5-methyl-2-(2-((S)-3-methylpiperazin-1-yl)pyrimidin-4-yl)benzo[d]thiazol-6-yl)acetate). Reaction SMILES: [C:1]([O:5][C@@H:6]([C:11]1[C:39]([CH3:40])=[CH:38][C:14]2[N:15]=[C:16]([C:18]3[CH:23]=[CH:22][N:21]=[C:20]([N:24]4[CH2:29][CH2:28][N:27](C(OC(C)(C)C)=O)[C@@H:26]([CH3:37])[CH2:25]4)[N:19]=3)[S:17][C:13]=2[C:12]=1[C:41]1[CH:46]=[CH:45][C:44]([Cl:47])=[CH:43][CH:42]=1)[C:7]([O:9][CH3:10])=[O:8])([CH3:4])([CH3:3])[CH3:2].Cl>O1CCOCC1>[C:1]([O:5][C@@H:6]([C:11]1[C:39]([CH3:40])=[CH:38][C:14]2[N:15]=[C:16]([C:18]3[CH:23]=[CH:22][N:21]=[C:20]([N:24]4[CH2:29][CH2:28][NH:27][C@@H:26]([CH3:37])[CH2:25]4)[N:19]=3)[S:17][C:13]=2[C:12]=1[C:41]1[CH:42]=[CH:43][C:44]([Cl:47])=[CH:45][CH:46]=1)[C:7]([O:9][CH3:10])=[O:8])([CH3:2])([CH3:3])[CH3:4]. Procedure details: To crude (S)-tert-butyl 4-(4-(6-((S)-1-tert-butoxy-2-methoxy-2-oxoethyl)-7-(4-chlorophenyl)-5-methylbenzo[d]thiazol-2-yl)pyrimidin-2-yl)-2-methylpiperazine-1-carboxylate in 1,4-dioxane (1.25 mL) was added HCl (0.78 mL of a 4M solution in 1,4-dioxane). The reaction mixture was stirred at room temperature for 2.5 h then concentrated. The resulting solid was suspended in diethyl ether, concentrated and dried under high vacuum overnight. The resulting solid was taken up in water, basified with 2N Na...